This data is from the Open Reaction Database (ORD), a public repository of structured organic reaction records. The task is: describe an organic reaction: reactants, conditions, products, and yield Starting materials: [Br-], CCOC(=O)CC(C=C(Cl)Cl)C(C)(C)Cl, Cc1ccccc1, CCCC[N+](CCCC)(CCCC)CCCC, [K+], [OH-]. Yields the product CCOC(=O)C1C(C=C(Cl)Cl)C1(C)C. Reaction SMILES: [Br-:25].[CH2:1]([CH3:2])[O:3][C:4](=[O:5])[CH2:6][CH:7]([C:8]([CH3:9])([Cl:10])[CH3:11])[CH:12]=[C:13]([Cl:14])[Cl:15].[CH3:18][c:19]1[cH:20][cH:21][cH:22][cH:23][cH:24]1.[CH3:26][CH2:27][CH2:28][CH2:29][N+:30]([CH2:31][CH2:32][CH2:33][CH3:34])([CH2:35][CH2:36][CH2:37][CH3:38])[CH2:39][CH2:40][CH2:41][CH3:42].[K+:17].[OH-:16]>>[CH2:1]([CH3:2])[O:3][C:4](=[O:5])[CH:6]1[CH:7]([CH:12]=[C:13]([Cl:14])[Cl:15])[C:8]1([CH3:9])[CH3:11]. Reactants: II (iodine), OCC1OC2=C(C1)C=C(C=C2)C(=O)OCC (ethyl 2-hydroxymethyl-2,3-dihydrobenzofuran-5-carboxylate), OCC1OC2=C(C1)C=C(C=C2)C(=O)OCC (Ethyl 2-hydroxymethyl-2,3-dihydrobenzofuran-5-carboxylate), [H-].[Al+3].[Li+].[H-].[H-].[H-] (lithium aluminum hydride), COCC1OC2=C(C1)C=C(C=C2)C(=O)OCC (Ethyl 2-methoxymethyl-2,3-dihydrobenzofuran-5-carboxylate). Run in C(C)(=O)OCC.CCCCCC (ethyl acetate hexane), O1CCCC1 (tetrahydrofuran). The product is OCC1OC2=C(C1)C=C(C=C2)CO (2,5-bis-hydroxymethyl-2,3-dihydrobenzofuran). Yield: 83.2%. As a reaction SMILES: [OH:1][CH2:2][CH:3]1[CH2:7][C:6]2[CH:8]=[C:9]([C:12](OCC)=[O:13])[CH:10]=[CH:11][C:5]=2[O:4]1.[H-].[Al+3].[Li+].[H-].[H-].[H-].COCC1CC2C=C(C(OCC)=O)C=CC=2O1.II>O1CCCC1.C(OCC)(=O)C.CCCCCC>[OH:1][CH2:2][CH:3]1[CH2:7][C:6]2[CH:8]=[C:9]([CH2:12][OH:13])[CH:10]=[CH:11][C:5]=2[O:4]1 |f:1.2.3.4.5.6,10.11|. Procedure: Reduction of 444 mg (2 mmole) ethyl 2-hydroxymethyl-2,3-dihydrobenzofuran-5-carboxylate, Preparation A, Part (iii), in 15 ml tetrahydrofuran with lithium aluminum hydride, 155 mg (4 mmole), by the method of Preparation A, Part iv), afforded 0.3 g of 2,5-bis-hydroxymethyl-2,3-dihydrobenzofuran as an oil, TLC 1:2 ethyl acetate/hexane, Rf 0.2, iodine positive. 1H-NMR(CDCl3)ppm(delta): 3.6 (CH2OH at 2-position), 4.6 (CH2OH at 5-position). Starting materials: [OH-].[NH4+] (ammonium hydroxide), FC1=C(C=CC(=C1)F)C(N1CCN(CC1)CCC1=C(N=C2N(C1=O)CCS2)C)=NO (6-[2-[4-[(2,4-difluorophenyl)(hydroxyimino)methyl]-1-piperazinyl]ethyl]-2,3-dihydro-7-methyl-5H-thiazolo[3,2-a]pyrimidin-5-one), O1CCCC1 (tetrahydrofuran), [H-].[Na+] (sodium hydride). Run in CC1=CC=CC=C1 (methylbenzene), C(C)(=O)O (acetic acid), C(C)O (ethanol). Run at time 18 hour. Product: FC1=CC2=C(C(=NO2)N2CCN(CC2)CCC2=C(N=C3N(C2=O)CCS3)C)C=C1 (6-[2-[4-(6-fluoro-1,2-benzisoxazol-3-yl)-1-piperazinyl]ethyl]-2,3-dihydro-7-methyl-5H-thiazolo[3,2-a]pyrimidin-5-one). Yield: 91.4%. As a reaction SMILES: F[C:2]1[CH:7]=[C:6]([F:8])[CH:5]=[CH:4][C:3]=1[C:9](=[N:29][OH:30])[N:10]1[CH2:15][CH2:14][N:13]([CH2:16][CH2:17][C:18]2[C:23](=[O:24])[N:22]3[CH2:25][CH2:26][S:27][C:21]3=[N:20][C:19]=2[CH3:28])[CH2:12][CH2:11]1.O1CCCC1.[H-].[Na+].[OH-].[NH4+]>C(O)(=O)C.C(O)C.CC1C=CC=CC=1>[F:8][C:6]1[CH:5]=[CH:4][C:3]2[C:9]([N:10]3[CH2:15][CH2:14][N:13]([CH2:16][CH2:17][C:18]4[C:23](=[O:24])[N:22]5[CH2:25][CH2:26][S:27][C:21]5=[N:20][C:19]=4[CH3:28])[CH2:12][CH2:11]3)=[N:29][O:30][C:2]=2[CH:7]=1 |f:2.3,4.5|. Procedure: A solution of 4.4 parts of 6-[2-[4-[(2,4-difluorophenyl)(hydroxyimino)methyl]-1-piperazinyl]ethyl]-2,3-dihydro-7-methyl-5H-thiazolo[3,2-a]pyrimidin-5-one in 45 parts of tetrahydrofuran was stirred at room temperature. 0.5 Parts of a sodium hydride dispersion 50% were added portionwise. Upon complete addition, 108 parts of methylbenzene were added and the reaction mixture was stirred for 18 hours at reflux temperature. After cooling, 16 parts of ethanol were added, followed by the addition of 3 p... The reactants are COC([C@@H](CC1=CC=C(C=C1)Br)NC(=O)OC(C)(C)C)=O ((R)-3-(4-bromo-phenyl)-2-tert-butoxycarbonylamino-propionic acid methyl ester), CC(C)C[AlH]CC(C)C (DIBAL-H). The solvent is C(Cl)Cl (DCM). Reaction conditions: time 1 hour. Yields the product C(C)(C)(C)OC(N[C@@H](C=O)CC1=CC=C(C=C1)Br)=O ([(R)-1-(4-bromo-benzyl)-2-oxo-ethyl]-carbamic acid tert-butyl ester). Reaction SMILES: C[O:2][C:3](=O)[C@H:4]([NH:13][C:14]([O:16][C:17]([CH3:20])([CH3:19])[CH3:18])=[O:15])[CH2:5][C:6]1[CH:11]=[CH:10][C:9]([Br:12])=[CH:8][CH:7]=1.CC(C[AlH]CC(C)C)C>C(Cl)Cl>[C:17]([O:16][C:14](=[O:15])[NH:13][C@H:4]([CH2:5][C:6]1[CH:7]=[CH:8][C:9]([Br:12])=[CH:10][CH:11]=1)[CH:3]=[O:2])([CH3:20])([CH3:18])[CH3:19]. Reported procedure: Next, to a solution of (R)-3-(4-bromo-phenyl)-2-tert-butoxycarbonylamino-propionic acid methyl ester (1.0 g, 2.79 mmol) in DCM (20 mL) is added DIBAL-H (4.85 mL, 1.0M in DCM) slowly by using syringe pump at −78° C. After the addition is complete the reaction is quenched by adding EtOAc and the mixture is warmed to room temperature. Then a saturated sodium potassium tartaric acid is added and the mixture is and stirred at room temperature for 1 hour. The organic phase is separated and the aqueous... Starting materials: CCN1CCN(c2nc(Br)cc3ccccc23)CC1, [Li]CCCC, CCOC(C)=O, O=Cc1cccnc1, C1CCOC1. Yields the product CCN1CCN(c2nc(C(O)c3cccnc3)cc3ccccc23)CC1. Reaction SMILES: [CH2:1]([CH3:2])[N:3]1[CH2:4][CH2:5][N:6]([c:9]2[n:10][c:11]([Br:19])[cH:12][c:13]3[cH:14][cH:15][cH:16][cH:17][c:18]23)[CH2:7][CH2:8]1.[CH3:20][CH2:21][CH2:22][CH2:23][Li:24].[CH3:38][CH2:39][O:40][C:41](=[O:42])[CH3:43].[CH:25](=[O:26])[c:27]1[cH:28][n:29][cH:30][cH:31][cH:32]1.[O:33]1[CH2:34][CH2:35][CH2:36][CH2:37]1>>[CH2:1]([CH3:2])[N:3]1[CH2:4][CH2:5][N:6]([c:9]2[n:10][c:11]([CH:25]([OH:26])[c:27]3[cH:28][n:29][cH:30][cH:31][cH:32]3)[cH:12][c:13]3[cH:14][cH:15][cH:16][cH:17][c:18]23)[CH2:7][CH2:8]1.